From a dataset of the Open Reaction Database (ORD), a public repository of structured organic reaction records. describe an organic reaction: reactants, conditions, products, and yield The reactants are [Li+].C[Si](C)(C)[N-][Si](C)(C)C (LiHMDS), ClC1=CC=C(OC2=CC=C(C=C2)N2C(CC[C@@H]2C2=CC(=CC=C2)C(F)(F)F)=O)C=C1 ((R)-1-[4-(4-chlorophenoxy)phenyl]-5-[3-(trifluoromethyl)phenyl]pyrrolidin-2-one), C(C=C)I (allyl iodide). The solvent is C1CCOC1 (THF). Reaction conditions: temperature 0 celsius, time 45 minute. Yields the product ClC1=CC=C(OC2=CC=C(C=C2)N2C([C@H](C[C@@H]2C2=CC(=CC=C2)C(F)(F)F)CC=C)=O)C=C1 ((3S,5R)-1-[4-(4-chlorophenoxy)phenyl]-3-allyl-5-[3-(trifluoromethyl)phenyl]pyrrolidin-2-one). Yield: 80.0%. Reaction SMILES: [Cl:1][C:2]1[CH:30]=[CH:29][C:5]([O:6][C:7]2[CH:12]=[CH:11][C:10]([N:13]3[C@@H:17]([C:18]4[CH:23]=[CH:22][CH:21]=[C:20]([C:24]([F:27])([F:26])[F:25])[CH:19]=4)[CH2:16][CH2:15][C:14]3=[O:28])=[CH:9][CH:8]=2)=[CH:4][CH:3]=1.[Li+].C[Si]([N-][Si](C)(C)C)(C)C.[CH2:41](I)[CH:42]=[CH2:43]>C1COCC1>[Cl:1][C:2]1[CH:3]=[CH:4][C:5]([O:6][C:7]2[CH:12]=[CH:11][C:10]([N:13]3[C@@H:17]([C:18]4[CH:23]=[CH:22][CH:21]=[C:20]([C:24]([F:25])([F:26])[F:27])[CH:19]=4)[CH2:16][C@H:15]([CH2:43][CH:42]=[CH2:41])[C:14]3=[O:28])=[CH:9][CH:8]=2)=[CH:29][CH:30]=1 |f:1.2|. Procedure details: A solution of (R)-1-[4-(4-chlorophenoxy)phenyl]-5-[3-(trifluoromethyl)phenyl]pyrrolidin-2-one (67 mg, 0.155 mmol) in THF (1 mL) is cooled to 0° C., then LiHMDS (0.31 mL, 1.0 M in THF, 0.31 mmol) is added. After addition, the resulting solution is further stirred at 0° C. for 45 min. Then allyl iodide (52 mg, 0.31 mmol) is added at 0° C. The resulting mixture is stirred at 0° C. for 1 h and 45 min, then the reaction is quenched with saturated NH4Cl solution (0.2 mL). THF is removed by evaporation... Reactants: ClC1=C(C2=C(OCO2)C=C1)NC1=CC=NC=2NC3=C(C21)CNCC3 ((5-Chloro-benzo[1,3]-dioxol-4-yl)-(6,7,8,9-tetrahydro-5H-dipyrido[2,3-b;3′,4′-d]pyrrol-4-yl)-amine), CCN(C(C)C)C(C)C (DIEA), C1(CC1)C(=O)Cl (Cyclopropanecarbonyl chloride). The solvent is ClCCCl (1,2-dichloroethane). The product is ClC1=C(C2=C(OCO2)C=C1)NC1=CC=NC=2NC3=C(C21)CN(CC3)C(=O)C3CC3 ([4-(5-Chloro-benzo[1,3]-dioxol-4-ylamino)-5,7,8,9-tetrahydro-dipyrido[2,3-b;3′,4′-d]pyrrol-6-yl]-cyclopropyl-methanone). The yield is 35.3%. Reaction SMILES: [Cl:1][C:2]1[CH:10]=[CH:9][C:5]2[O:6][CH2:7][O:8][C:4]=2[C:3]=1[NH:11][C:12]1[C:20]2[C:19]3[CH2:21][NH:22][CH2:23][CH2:24][C:18]=3[NH:17][C:16]=2[N:15]=[CH:14][CH:13]=1.CCN(C(C)C)C(C)C.[CH:34]1([C:37](Cl)=[O:38])[CH2:36][CH2:35]1>ClCCCl>[Cl:1][C:2]1[CH:10]=[CH:9][C:5]2[O:6][CH2:7][O:8][C:4]=2[C:3]=1[NH:11][C:12]1[C:20]2[C:19]3[CH2:21][N:22]([C:37]([CH:34]4[CH2:36][CH2:35]4)=[O:38])[CH2:23][CH2:24][C:18]=3[NH:17][C:16]=2[N:15]=[CH:14][CH:13]=1. Procedure: (5-Chloro-benzo[1,3]-dioxol-4-yl)-(6,7,8,9-tetrahydro-5H-dipyrido[2,3-b;3′,4′-d]pyrrol-4-yl)-amine (100 mg, 0.29 mmol) and DIEA (0.15 mL, 0.88 mmol) were dissolved in 1,2-dichloroethane (2 mL) and stirred at room temperature. Cyclopropanecarbonyl chloride (0.03 mL, 0.35 mmol) was added dropwise, and the reaction was stirred for 1 h at room temperature. The reaction was concentrated. The crude material was dissolved in DMSO (3 mL) and filtered. The filtrate was purified directly via prep-LC-MS to... Starting materials: [I-].C(C1=CC=CC=C1)(C1=CC=CC=C1)OC(=O)C1=C(C(S[C@H]2N1C(C2=CC2=CC=CC=C2)=O)N)C[P+](C2=CC=CC=C2)(C2=CC=CC=C2)C2=CC=CC=C2 ([4-benzhydryloxycarbonyl-7-benzylidene-amino-3-cephem-3-yl]methyltriphenyl-phosphonium iodide), C=O (formaldehyde), C([O-])([O-])=O.[Na+].[Na+] (sodium carbonate). Solvent: C(Cl)Cl (methylene chloride), O (water). Yields the product C(C1=CC=CC=C1)=C1[C@@H]2N(C(=C(C(S2)N)C=C)C(=O)OC(C2=CC=CC=C2)C2=CC=CC=C2)C1=O (benzhydryl 7-benzylidene-amino-3-vinyl-3-cephem-4-carboxylate). RXN SMILES: [I-].[CH:2]([O:15][C:16]([C:18]1[N:23]2[C:24](=[O:33])[C:25](=[CH:26][C:27]3[CH:32]=[CH:31][CH:30]=[CH:29][CH:28]=3)[C@H:22]2[S:21][CH:20]([NH2:34])[C:19]=1[CH2:35][P+](C1C=CC=CC=1)(C1C=CC=CC=1)C1C=CC=CC=1)=[O:17])([C:9]1[CH:14]=[CH:13][CH:12]=[CH:11][CH:10]=1)[C:3]1[CH:8]=[CH:7][CH:6]=[CH:5][CH:4]=1.C=O.[C:57](=O)([O-])[O-].[Na+].[Na+]>C(Cl)Cl.O>[CH:26](=[C:25]1[C:24](=[O:33])[N:23]2[C:18]([C:16]([O:15][CH:2]([C:9]3[CH:10]=[CH:11][CH:12]=[CH:13][CH:14]=3)[C:3]3[CH:8]=[CH:7][CH:6]=[CH:5][CH:4]=3)=[O:17])=[C:19]([CH:35]=[CH2:57])[CH:20]([NH2:34])[S:21][C@H:22]12)[C:27]1[CH:28]=[CH:29][CH:30]=[CH:31][CH:32]=1 |f:0.1,3.4.5|. Procedure: To a solution of [4-benzhydryloxycarbonyl-7-benzylidene-amino-3-cephem-3-yl]methyltriphenyl-phosphonium iodide (16.9 g) in methylene chloride, (200 ml) and water (100 ml) was added 36% aqueous formaldehyde (48 ml), followed by adjusting to pH 9.0 with sodium carbonate. After the mixture was stirred at ambient temperature for an hour, the separated organic solution was washed with an aqueous sodium chloride and then dried over magnesium sulfate. Removal of the solvent gave benzhydryl 7-benzyliden...